Dataset: the Open Reaction Database (ORD), a public repository of structured organic reaction records. Task: describe an organic reaction: reactants, conditions, products, and yield Run in CN(C=O)C (dimethylformamide), C(C)N(CC)CC (triethylamine). Isolated yield 79.5%. Run at time 6 hour. The reactants are C(C)N=C=NCCCN(C)C (1-ethyl-3-(3-dimethylaminopropyl)carbodiimide), Cl.Cl.NCC1(CCN(CC1)CCCCCC(C1=CC=CC=C1)=O)O (4-aminomethyl-4-hydroxy-1-(6-oxo-6-phenylhexyl)-piperidine dihydrochloride), NC1=CC(=C(C(=O)O)C=C1Cl)OC (4-amino-5-chloro-2-methoxybenzoic acid), ON1N=NC2=C1C=CC=C2 (1-hydroxybenzotriazole). As a reaction SMILES: Cl.Cl.[NH2:3][CH2:4][C:5]1([OH:24])[CH2:10][CH2:9][N:8]([CH2:11][CH2:12][CH2:13][CH2:14][CH2:15][C:16](=[O:23])[C:17]2[CH:22]=[CH:21][CH:20]=[CH:19][CH:18]=2)[CH2:7][CH2:6]1.[NH2:25][C:26]1[C:34]([Cl:35])=[CH:33][C:29]([C:30](O)=[O:31])=[C:28]([O:36][CH3:37])[CH:27]=1.ON1C2C=CC=CC=2N=N1.C(N=C=NCCCN(C)C)C>CN(C)C=O.C(N(CC)CC)C>[NH2:25][C:26]1[C:34]([Cl:35])=[CH:33][C:29]([C:30]([NH:3][CH2:4][C:5]2([OH:24])[CH2:10][CH2:9][N:8]([CH2:11][CH2:12][CH2:13][CH2:14][CH2:15][C:16](=[O:23])[C:17]3[CH:18]=[CH:19][CH:20]=[CH:21][CH:22]=3)[CH2:7][CH2:6]2)=[O:31])=[C:28]([O:36][CH3:37])[CH:27]=1 |f:0.1.2|. The product is NC1=CC(=C(C(=O)NCC2(CCN(CC2)CCCCCC(C2=CC=CC=C2)=O)O)C=C1Cl)OC (4-amino-5-chloro-N-((4-hydroxy-1-(6-oxo-6-phenylhexyl)-piperidin-4-yl)methyl)-2-methoxybenzamide). Procedure details: To a solution of 4-aminomethyl-4-hydroxy-1-(6-oxo-6-phenylhexyl)-piperidine dihydrochloride (2.9 g) in dimethylformamide (50 ml) were added triethylamine (3.2 ml), 4-amino-5-chloro-2-methoxybenzoic acid (1.55 g) and 1-hydroxybenzotriazole (1.09 g), which was followed by the addition of 1-ethyl-3-(3-dimethylaminopropyl)carbodiimide (1.55 g) under ice cooling, and the mixture was stirred at room temperature for 6 hr. The reaction mixture was concentrated under reduced pressure, and the obtained re...